describe an organic reaction: reactants, conditions, products, and yield From a dataset of the Open Reaction Database (ORD), a public repository of structured organic reaction records. Reactants: COC(CCC1(C(CCCC1)=O)C)=O (1-methyl-2-oxocyclohexane-propionic acid methyl ester), COC(CCC1(C2(C(CCC2=O)=O)CCCC1)CC)=O (6-ethyl-1,4-dioxospiro[4.5]decane-6-propionic acid methyl ester), COC(CCC1(C(CCCC1)=O)CC)=O (1-ethyl-2-oxocyclohexanepropionic acid methyl ester), COC(CCC1(C(CCCC1)=O)CCC)=O (1-propyl-2-oxocyclohexanepropionic acid methyl ester). Yields the product COC(CCC1(C2(C(CCC2=O)=O)CCCC1)CCC)=O (6-propyl-1,4-dioxospiro[4.5]decane-6-propionic acid methyl ester). RXN SMILES: COC(=O)CCC1(C)CCCCC1=O.COC(=O)CCC1(CC)CCCCC1=O.[CH3:30][O:31][C:32](=[O:45])[CH2:33][CH2:34][C:35]1([CH2:42][CH2:43][CH3:44])[CH2:40][CH2:39][CH2:38][CH2:37][C:36]1=O.COC(=O)CCC1(CC)CCCCC21[C:56](=[O:57])[CH2:55][CH2:54][C:53]2=[O:58]>>[CH3:30][O:31][C:32](=[O:45])[CH2:33][CH2:34][C:35]1([CH2:42][CH2:43][CH3:44])[CH2:40][CH2:39][CH2:38][CH2:37][C:36]21[C:56](=[O:57])[CH2:55][CH2:54][C:53]2=[O:58]. Procedure details: In the same manner but replacing 1-methyl-2-oxocyclohexane-propionic acid methyl ester with an equivalent amount of 1-ethyl-2-oxocyclohexanepropionic acid methyl ester or 1-propyl-2-oxocyclohexanepropionic acid methyl ester, described in Example 6, 6-ethyl-1,4-dioxospiro[4.5]decane-6-propionic acid methyl ester, νmaxCHCl3 1730 cm-1 and 6-propyl-1,4-dioxospiro[4.5]decane-6-propionic acid methyl ester, νmaxCHCl3 1735 cm-1, are obtained, respectively. Starting materials: CC(=O)O, NC1CC1, C=Cc1ccncc1, [Na+], O=C([O-])O, O. Product: c1cc(CCNC2CC2)ccn1. Reaction SMILES: [CH3:9][C:10](=[O:11])[OH:12].[CH:13]1([NH2:16])[CH2:14][CH2:15]1.[CH:1](=[CH2:2])[c:3]1[cH:4][cH:5][n:6][cH:7][cH:8]1.[Na+:21].[O-:17][C:18]([OH:19])=[O:20].[OH2:22]>>[CH2:1]([CH2:2][NH:16][CH:13]1[CH2:14][CH2:15]1)[c:3]1[cH:4][cH:5][n:6][cH:7][cH:8]1. Reactants: C[S-], COc1ccc(C(=O)c2ccc(F)c(S(N)(=O)=O)c2)cc1, [Na+], C1COCCO1. Product: COc1ccc(C(=O)c2ccc(SC)c(S(N)(=O)=O)c2)cc1. RXN SMILES: [CH3:22][S-:23].[F:1][c:2]1[c:3]([S:18](=[O:19])(=[O:20])[NH2:21])[cH:4][c:5]([C:8]([c:9]2[cH:10][cH:11][c:12]([O:15][CH3:16])[cH:13][cH:14]2)=[O:17])[cH:6][cH:7]1.[Na+:24].[O:25]1[CH2:26][CH2:27][O:28][CH2:29][CH2:30]1>>[c:2]1([S:23][CH3:22])[c:3]([S:18](=[O:19])(=[O:20])[NH2:21])[cH:4][c:5]([C:8]([c:9]2[cH:10][cH:11][c:12]([O:15][CH3:16])[cH:13][cH:14]2)=[O:17])[cH:6][cH:7]1.